The task is: describe an organic reaction: reactants, conditions, products, and yield. This data is from the Open Reaction Database (ORD), a public repository of structured organic reaction records. Reactants: [N+](=[N-])=C (diazomethane), C(C1=CC=CC=C1)OC=1C=C(C=C(C1)F)C(C(=O)O)(CC)O ((-)-2-(3-benzyloxy-5-fluorophenyl)-2-hydroxybutyric acid). Run in C(C)OCC (diethyl ether), C(C)OCC (diethyl ether). Yields the product C(C1=CC=CC=C1)OC=1C=C(C=C(C1)F)C(C(=O)OC)(CC)O (methyl (-)-2-(3-benzyloxy-5-fluorophenyl)-2-hydroxybutyrate). As a reaction SMILES: [N+](=[CH2:3])=[N-].[CH2:4]([O:11][C:12]1[CH:13]=[C:14]([C:19]([OH:25])([CH2:23][CH3:24])[C:20]([OH:22])=[O:21])[CH:15]=[C:16]([F:18])[CH:17]=1)[C:5]1[CH:10]=[CH:9][CH:8]=[CH:7][CH:6]=1>C(OCC)C>[CH2:4]([O:11][C:12]1[CH:13]=[C:14]([C:19]([OH:25])([CH2:23][CH3:24])[C:20]([O:22][CH3:3])=[O:21])[CH:15]=[C:16]([F:18])[CH:17]=1)[C:5]1[CH:6]=[CH:7][CH:8]=[CH:9][CH:10]=1. Reported procedure: A solution of diazomethane in diethyl ether was added to a solution of (-)-2-(3-benzyloxy-5-fluorophenyl)-2-hydroxybutyric acid (2.24 g) in diethyl ether (35 ml) until the reaction mixture retained a yellow colouration. The mixture was evaporated to give methyl (-)-2-(3-benzyloxy-5-fluorophenyl)-2-hydroxybutyrate (2.27 g). Starting materials: FC(C1=CC=C(C=C1)N[C@H](C(=O)O)C(C)C)(F)F ((S)-2-(4-trifluoromethylphenylamino)-3-methylbutanoic acid), ClN1C(CCC1=O)=O (N-chlorosuccinimide). Run in C(Cl)(Cl)(Cl)Cl (carbon tetrachloride). The product is ClC1=C(C=CC(=C1)C(F)(F)F)N[C@H](C(=O)O)C(C)C ((S)-2-(2-chloro-4-trifluoromethylphenylamino)-3-methylbutanoic acid). RXN SMILES: [F:1][C:2]([F:18])([F:17])[C:3]1[CH:8]=[CH:7][C:6]([NH:9][C@@H:10]([CH:14]([CH3:16])[CH3:15])[C:11]([OH:13])=[O:12])=[CH:5][CH:4]=1.[Cl:19]N1C(=O)CCC1=O>C(Cl)(Cl)(Cl)Cl>[Cl:19][C:7]1[CH:8]=[C:3]([C:2]([F:17])([F:18])[F:1])[CH:4]=[CH:5][C:6]=1[NH:9][C@@H:10]([CH:14]([CH3:16])[CH3:15])[C:11]([OH:13])=[O:12]. Procedure details: Following the method of Example 6, (S)-2-(4-trifluoromethylphenylamino)-3-methylbutanoic acid and N-chlorosuccinimide in carbon tetrachloride are reacted, yielding (S)-2-(2-chloro-4-trifluoromethylphenylamino)-3-methylbutanoic acid.